Dataset: the Open Reaction Database (ORD), a public repository of structured organic reaction records. Task: describe an organic reaction: reactants, conditions, products, and yield The reactants are COC(C(C)C1=CC2=C(C(C3=C(C=C2)C=CC=C3)=O)C=C1)=O (2-(5H-dibenzo[a,d]cyclohepten-5-on-2-yl)propionic acid methyl ester), C(CO)O (ethylene glycol), C1=CC=CC=C1 (benzene), P(Cl)(Cl)(Cl)(Cl)Cl (phosphorus pentachloride). Solvent: C(C)N(CC)CC (triethylamine), C(C)#N (acetonitrile), CCOCC (ether), O (water). The product is COC(C(C)C1=CC2=C(C3(C4=C(C=C2)C=CC=C4)OCCO3)C=C1)=O (2-(5,5-ethylenedioxy-5H-dibenzo[a,d]cyclohepten-2-yl)propionic acid methyl ester). Reaction SMILES: [CH3:1][O:2][C:3](=[O:22])[CH:4]([C:6]1[CH:21]=[CH:20][C:9]2[C:10](=[O:19])[C:11]3[CH:18]=[CH:17][CH:16]=[CH:15][C:12]=3[CH:13]=[CH:14][C:8]=2[CH:7]=1)[CH3:5].C1C=CC=CC=1.P(Cl)(Cl)(Cl)(Cl)Cl.[CH2:35](O)[CH2:36][OH:37]>CCOCC.O.C(#N)C.C(N(CC)CC)C>[CH3:1][O:2][C:3](=[O:22])[CH:4]([C:6]1[CH:21]=[CH:20][C:9]2[C:10]3([O:37][CH2:36][CH2:35][O:19]3)[C:11]3[CH:18]=[CH:17][CH:16]=[CH:15][C:12]=3[CH:13]=[CH:14][C:8]=2[CH:7]=1)[CH3:5]. Procedure: 1.1 Gm. of 2-(5H-dibenzo[a,d]cyclohepten-5-on-2-yl)propionic acid methyl ester is stirred in 10 ml. of benzene containing 0.9 gm. of phosphorus pentachloride for one hour. The solution is then added to a stirred, ice cooled mixture of 2.4 ml. of ethylene glycol, 2.5 ml. of triethylamine, and 13 ml. of acetonitrile. The mixture is allowed to attain room temperature, and then water and ether are added. The ethereal layer is washed several times with water, then dried and evaporated to give a quant...